Dataset: the Open Reaction Database (ORD), a public repository of structured organic reaction records. Task: describe an organic reaction: reactants, conditions, products, and yield The product is N[C@H](C(C(CN(CCO)CC)O)O)CC1CCCCC1 ((2RS,3RS,4S)-4-amino-5-cyclohexyl-1-[ethyl(2-hydroxyethyl)amino]-2,3-pentanediol). Run in C(C)O (ethanol). The reagents and catalysts are [Pd] (palladium black). Reactants: C(C1=CC=CC=C1)OC(=O)N1C(OC([C@@H]1CC1CCCCC1)C(CN(CCO)CC)O)(C)C ((4S,5RS)-3-benzyloxycarbonyl-4-cyclohexylmethyl-2,2-dimethyl-5-{(1RS)-2-[ethyl(2-hydroxyethyl)amino]-1-hydroxyethyl}oxazolidine). The yield is 94.7%. Reported procedure: 83 mg of the compound obtained in step (1) was dissolved in 0.8 ml of ethanol, and palladium black was added thereto. The hydrogenation was conducted at room temperature under atmospheric pressure. The catalyst was removed by filtration, and the solvent was distilled off under reduced pressure to obtain 49 mg of (2RS,3RS,4S)-4-amino-5-cyclohexyl-1-[ethyl(2-hydroxyethyl)amino]-2,3-pentanediol as colorless oily substance. Reaction SMILES: C(OC([N:11]1[C@@H:15]([CH2:16][CH:17]2[CH2:22][CH2:21][CH2:20][CH2:19][CH2:18]2)[CH:14]([CH:23]([OH:31])[CH2:24][N:25]([CH2:29][CH3:30])[CH2:26][CH2:27][OH:28])[O:13]C1(C)C)=O)C1C=CC=CC=1>C(O)C.[Pd]>[NH2:11][C@@H:15]([CH2:16][CH:17]1[CH2:18][CH2:19][CH2:20][CH2:21][CH2:22]1)[CH:14]([OH:13])[CH:23]([OH:31])[CH2:24][N:25]([CH2:29][CH3:30])[CH2:26][CH2:27][OH:28]. The reactants are O (water), N1C=C(C2=CC=CC=C12)CCNCC1=CC=C(C=C1)C=CC(=O)OC (Methyl 3-(4-{[2-(1H-indol-3-yl)-ethylamino]-methyl}-phenyl)-acrylate), C(C)(C)N(CC)C(C)C (diisopropylethylamine), BrCCO[Si](C)(C)C(C)(C)C ((2-bromo-ethoxy)-tert-butyl-dimethylsilane). Run in CS(=O)C (DMSO). Conditions: temperature 52.5 celsius. Product: C(C)(C)(C)[Si](OCCN(CCC1=CNC2=CC=CC=C12)CC1=CC=C(C=C1)C=CC(=O)OC)(C)C (Methyl 3-[4-({[2-(tert-butyl-dimethyl-silanyloxy)-ethyl]-[2-(1H-indol-3-yl)-ethyl]-amino}-methyl)-phenyl]-acrylate). Yield: 97.6%. Reaction SMILES: [NH:1]1[C:9]2[C:4](=[CH:5][CH:6]=[CH:7][CH:8]=2)[C:3]([CH2:10][CH2:11][NH:12][CH2:13][C:14]2[CH:19]=[CH:18][C:17]([CH:20]=[CH:21][C:22]([O:24][CH3:25])=[O:23])=[CH:16][CH:15]=2)=[CH:2]1.C(N(C(C)C)CC)(C)C.Br[CH2:36][CH2:37][O:38][Si:39]([C:42]([CH3:45])([CH3:44])[CH3:43])([CH3:41])[CH3:40].O>CS(C)=O>[C:42]([Si:39]([CH3:41])([CH3:40])[O:38][CH2:37][CH2:36][N:12]([CH2:13][C:14]1[CH:15]=[CH:16][C:17]([CH:20]=[CH:21][C:22]([O:24][CH3:25])=[O:23])=[CH:18][CH:19]=1)[CH2:11][CH2:10][C:3]1[C:4]2[C:9](=[CH:8][CH:7]=[CH:6][CH:5]=2)[NH:1][CH:2]=1)([CH3:45])([CH3:44])[CH3:43]. Reported procedure: To a stirred solution of 2 (2.82 g, 8.44 mmol) and diisopropylethylamine (2.21 mL, 12.66 mmol) in anhydrous DMSO (22 mL) at room temperature under nitrogen was added (2-bromo-ethoxy)-tert-butyl-dimethylsilane (2.17 mL, 10.12 mmol). The reaction mixture was heated at 50-55° C. for 24 h, poured into water and extracted with CH2Cl2. The organic layer was dried over MgSO4, filtered, and concentrated. The crude product was purified by flash chromatography on silica gel (AcOEt/CH2Cl2, 15/85, plus a fe... Starting materials: CC(=O)Oc1ccc(I)cc1, ClCCl, CS(C)=O, [Cl-], [Cu], FC(F)(I)C(F)(F)C(F)(F)I, [NH4+]. Yields the product CC(=O)Oc1ccc(C(F)(F)C(F)(F)C(F)(F)I)cc1. As a reaction SMILES: [C:1]([CH3:2])(=[O:3])[O:4][c:5]1[cH:6][cH:7][c:8]([I:11])[cH:9][cH:10]1.[CH2:25]([Cl:26])[Cl:27].[CH3:28][S:29](=[O:30])[CH3:31].[Cl-:23].[Cu:32].[I:12][C:13]([C:14]([C:15]([I:16])([F:17])[F:18])([F:19])[F:20])([F:21])[F:22].[NH4+:24]>>[C:1]([CH3:2])(=[O:3])[O:4][c:5]1[cH:6][cH:7][c:8]([C:15]([C:14]([C:13]([I:12])([F:21])[F:22])([F:19])[F:20])([F:17])[F:18])[cH:9][cH:10]1. The reactants are C(C)OP(=O)(OCC)C(=C)C(=C)P(=O)(OCC)OCC (2,3-bis(diethoxyphosphoryl)-1,3-butadiene), O.O.O.O.O.O.O.O.O.[S-2].[Na+].[Na+] (sodium sulfide nonahydrate). Solvent: C(C)O (ethanol). Conditions: time 3 day. Product: C(C)OP(=O)(OCC)C1CSCC1P(=O)(OCC)OCC (3,4-bis(diethoxyphosphoryl)thiolane). Isolated yield 84.3%. As a reaction SMILES: [CH2:1]([O:3][P:4]([C:9]([C:11]([P:13]([O:18][CH2:19][CH3:20])([O:15][CH2:16][CH3:17])=[O:14])=[CH2:12])=[CH2:10])([O:6][CH2:7][CH3:8])=[O:5])[CH3:2].O.O.O.O.O.O.O.O.O.[S-2:30].[Na+].[Na+]>C(O)C>[CH2:16]([O:15][P:13]([CH:11]1[CH:9]([P:4]([O:6][CH2:7][CH3:8])([O:3][CH2:1][CH3:2])=[O:5])[CH2:10][S:30][CH2:12]1)([O:18][CH2:19][CH3:20])=[O:14])[CH3:17] |f:1.2.3.4.5.6.7.8.9.10.11.12|. Procedure: In ethanol, 2.02 g (6.19 mmols) of 2,3-bis(diethoxyphosphoryl)-1,3-butadiene was dissolved, to which 1.63 g (6.81 mmols) of commercially available sodium sulfide nonahydrate was added, followed by stirring at room temperature for 3 days. After completion of the reaction, the reaction mixture was dried over anhydrous sodium sulfate for 1 hour. Ethyl acetate was added to and the resulting mixture was charged into a silica gel column to dissolve out the specified substance with ethyl acetate. There... The reactants are COCN(c1cc(Cl)cnc1C(=O)N(C)c1ccccc1)S(=O)(=O)c1ccc(Cl)c(C(F)(F)F)c1, Cl, C1COCCO1, O. Yields the product CN(C(=O)c1ncc(Cl)cc1NS(=O)(=O)c1ccc(Cl)c(C(F)(F)F)c1)c1ccccc1. Reaction SMILES: [CH3:1][N:2]([C:3](=[O:4])[c:5]1[n:6][cH:7][c:8]([Cl:29])[cH:9][c:10]1[N:11]([CH2:12][O:13][CH3:14])[S:15](=[O:16])(=[O:17])[c:18]1[cH:19][c:20]([C:25]([F:26])([F:27])[F:28])[c:21]([Cl:24])[cH:22][cH:23]1)[c:30]1[cH:31][cH:32][cH:33][cH:34][cH:35]1.[ClH:36].[O:38]1[CH2:39][CH2:40][O:41][CH2:42][CH2:43]1.[OH2:37]>>[CH3:1][N:2]([C:3](=[O:4])[c:5]1[n:6][cH:7][c:8]([Cl:29])[cH:9][c:10]1[NH:11][S:15](=[O:16])(=[O:17])[c:18]1[cH:19][c:20]([C:25]([F:26])([F:27])[F:28])[c:21]([Cl:24])[cH:22][cH:23]1)[c:30]1[cH:31][cH:32][cH:33][cH:34][cH:35]1.